describe an organic reaction: reactants, conditions, products, and yield From a dataset of the Open Reaction Database (ORD), a public repository of structured organic reaction records. The reactants are ClC1=CC=C(C(=O)C2CCN(CC2)C(=O)OC(C)(C)C)C=C1 (tert-Butyl 4-(4-chlorobenzoyl)piperidine-1-carboxylate), [BH4-].[Na+] (sodium tetrahydroborate). The solvent is C(C)O (ethanol). Run at time 3 hour. Yields the product ClC1=CC=C(C=C1)C(C1CCN(CC1)C(=O)OC(C)(C)C)O (tert-butyl 4-((4-chlorophenyl)(hydroxy)methyl)piperidine-1-carboxylate). Isolated yield 94.8%. Reaction SMILES: [Cl:1][C:2]1[CH:22]=[CH:21][C:5]([C:6]([CH:8]2[CH2:13][CH2:12][N:11]([C:14]([O:16][C:17]([CH3:20])([CH3:19])[CH3:18])=[O:15])[CH2:10][CH2:9]2)=[O:7])=[CH:4][CH:3]=1.[BH4-].[Na+]>C(O)C>[Cl:1][C:2]1[CH:3]=[CH:4][C:5]([CH:6]([OH:7])[CH:8]2[CH2:9][CH2:10][N:11]([C:14]([O:16][C:17]([CH3:19])([CH3:18])[CH3:20])=[O:15])[CH2:12][CH2:13]2)=[CH:21][CH:22]=1 |f:1.2|. Reported procedure: tert-Butyl 4-(4-chlorobenzoyl)piperidine-1-carboxylate (3.63 g, 11.2 mmol) was dissolved in ethanol (100 mL) then sodium tetrahydroborate (424 mg, 112 mmol) was added to this solution. The reaction mixture was stirred at room temperature for 3 h. LC-MS analysis of the reaction mixture showed no more starting material. The crude reaction mixture was concentrated and the residue was diluted with EtOAc (100 mL) and washed with water (2×50 mL) and brine (50 mL). The organic layer was dried over Na2S... Starting materials: BrB(Br)Br, COc1ccc2c(c1)C1(COCC(N)=N1)c1cc(Br)cc(F)c1O2, ClCCl. Yields the product NC1=NC2(COC1)c1cc(O)ccc1Oc1c(F)cc(Br)cc12. As a reaction SMILES: [B:25]([Br:26])([Br:27])[Br:28].[Br:1][c:2]1[cH:3][c:4]2[c:5]([c:6]([F:8])[cH:7]1)[O:9][c:10]1[cH:11][cH:12][c:13]([O:23][CH3:24])[cH:14][c:15]1[C:16]21[CH2:17][O:18][CH2:19][C:20]([NH2:22])=[N:21]1.[Cl:29][CH2:30][Cl:31]>>[Br:1][c:2]1[cH:3][c:4]2[c:5]([c:6]([F:8])[cH:7]1)[O:9][c:10]1[cH:11][cH:12][c:13]([OH:23])[cH:14][c:15]1[C:16]21[CH2:17][O:18][CH2:19][C:20]([NH2:22])=[N:21]1. The reactants are C1=CC=C(C(=C1)C(=O)O)C(=O)OO (monoperphtalic acid), C1(=CC=CC=C1)SCC=1NC(=C(C(C1C(=O)OCC)C1=CC(=CC=C1)[N+](=O)[O-])C(=O)OCC)C (2-(phenylthio)methyl-3, 5-dicarboethoxy-4-(m-nitrophenyl)-6-methyl-1,4-dihydropyridine), C(=O)(O)[O-].[Na+] (NaHCO3). Solvent: CCOC(=O)C (AcOEt), CCOC(=O)C (AcOEt). The product is C1(=CC=CC=C1)S(=O)CC=1NC(=C(C(C1C(=O)OCC)C1=CC(=CC=C1)[N+](=O)[O-])C(=O)OCC)C (2-(phenylsulfinyl)methyl-3,5-dicarboethoxy-4-(m-nitrophenyl) -6-methyl-1,4-dihydropyridine). Reaction SMILES: C1C=C(C(O)=[O:8])C(C(OO)=O)=CC=1.[C:14]1([S:20][CH2:21][C:22]2[NH:23][C:24]([CH3:47])=[C:25]([C:42]([O:44][CH2:45][CH3:46])=[O:43])[CH:26]([C:33]3[CH:38]=[CH:37][CH:36]=[C:35]([N+:39]([O-:41])=[O:40])[CH:34]=3)[C:27]=2[C:28]([O:30][CH2:31][CH3:32])=[O:29])[CH:19]=[CH:18][CH:17]=[CH:16][CH:15]=1.C([O-])(O)=O.[Na+]>CCOC(C)=O>[C:14]1([S:20]([CH2:21][C:22]2[NH:23][C:24]([CH3:47])=[C:25]([C:42]([O:44][CH2:45][CH3:46])=[O:43])[CH:26]([C:33]3[CH:38]=[CH:37][CH:36]=[C:35]([N+:39]([O-:41])=[O:40])[CH:34]=3)[C:27]=2[C:28]([O:30][CH2:31][CH3:32])=[O:29])=[O:8])[CH:15]=[CH:16][CH:17]=[CH:18][CH:19]=1 |f:2.3|. Reported procedure: A solution of monoperphtalic acid in AcOEt (0.37 M solution; 20 ml) is added at 0° C. to a mixture of 2-(phenylthio)methyl-3, 5-dicarboethoxy-4-(m-nitrophenyl)-6-methyl-1,4-dihydropyridine (3.5 g) and NaHCO3 (3 g) in AcOEt (20 ml). After 30 minutes the mixture is filtered and the eluate is washed with 1N solution of sodium thiosulfate (2 ×10 ml), with a saturated solution of NaHCO3 (2×20 ml) and then with water (3×10 ml). The organic layer is dried on Na2SO4 and evaporated to dryness; the residu... Starting materials: CCN(C(C)C)C(C)C, O=C(Cl)c1c(Cl)cccc1Cl, NCC(O)(CNC(=O)c1cnn(-c2ccc(F)cc2)c1N)C(F)(F)F, C1CCOC1. The product is Nc1c(C(=O)NCC(O)(CNC(=O)c2c(Cl)cccc2Cl)C(F)(F)F)cnn1-c1ccc(F)cc1. RXN SMILES: [CH:26]([N:27]([CH:28]([CH3:29])[CH3:30])[CH2:31][CH3:32])([CH3:33])[CH3:34].[Cl:35][c:36]1[c:37]([C:38](=[O:39])[Cl:40])[c:41]([Cl:45])[cH:42][cH:43][cH:44]1.[NH2:1][c:2]1[c:3]([C:14](=[O:15])[NH:16][CH2:17][C:18]([C:19]([F:20])([F:21])[F:22])([OH:23])[CH2:24][NH2:25])[cH:4][n:5][n:6]1-[c:7]1[cH:8][cH:9][c:10]([F:13])[cH:11][cH:12]1.[O:46]1[CH2:47][CH2:48][CH2:49][CH2:50]1>>[NH2:1][c:2]1[c:3]([C:14](=[O:15])[NH:16][CH2:17][C:18]([C:19]([F:20])([F:21])[F:22])([OH:23])[CH2:24][NH:25][C:38]([c:37]2[c:36]([Cl:35])[cH:44][cH:43][cH:42][c:41]2[Cl:45])=[O:39])[cH:4][n:5][n:6]1-[c:7]1[cH:8][cH:9][c:10]([F:13])[cH:11][cH:12]1. Reactants: CC(C(=O)O)c1ccc(CBr)cc1, O=C([O-])[O-], Oc1ccc(-c2c3cccc(C(F)(F)F)c3nn2Cc2ccccc2)cc1, Cl, [K+], [K+], CN(C)C=O, O. Yields the product CC(C(=O)O)c1ccc(COc2ccc(-c3c4cccc(C(F)(F)F)c4nn3Cc3ccccc3)cc2)cc1. RXN SMILES: [Br:28][CH2:29][c:30]1[cH:31][cH:32][c:33]([CH:36]([C:37](=[O:38])[OH:39])[CH3:40])[cH:34][cH:35]1.[C:41](=[O:42])([O-:43])[O-:44].[CH2:1]([c:2]1[cH:3][cH:4][cH:5][cH:6][cH:7]1)[n:8]1[n:9][c:10]2[c:11]([C:24]([F:25])([F:26])[F:27])[cH:12][cH:13][cH:14][c:15]2[c:16]1-[c:17]1[cH:18][cH:19][c:20]([OH:23])[cH:21][cH:22]1.[ClH:47].[K+:45].[K+:46].[O:48]=[CH:49][N:50]([CH3:51])[CH3:52].[OH2:53]>>[CH2:1]([c:2]1[cH:3][cH:4][cH:5][cH:6][cH:7]1)[n:8]1[n:9][c:10]2[c:11]([C:24]([F:25])([F:26])[F:27])[cH:12][cH:13][cH:14][c:15]2[c:16]1-[c:17]1[cH:18][cH:19][c:20]([O:23][CH2:29][c:30]2[cH:31][cH:32][c:33]([CH:36]([C:37](=[O:38])[OH:39])[CH3:40])[cH:34][cH:35]2)[cH:21][cH:22]1.